This data is from the Open Reaction Database (ORD), a public repository of structured organic reaction records. The task is: describe an organic reaction: reactants, conditions, products, and yield Product: O=C1N=C(N2CC(NC(=O)C3CC3)CC2CO)SC1=Cc1ccc2c(cnn2Cc2ccc(C(F)(F)F)cc2C(F)(F)F)c1. The reactants are O=C(Cl)C1CC1, NC1CC(CO)N(C2=NC(=O)C(=Cc3ccc4c(cnn4Cc4ccc(C(F)(F)F)cc4C(F)(F)F)c3)S2)C1. As a reaction SMILES: [CH:40]1([C:43](=[O:44])[Cl:45])[CH2:41][CH2:42]1.[NH2:1][CH:2]1[CH2:3][CH:4]([CH2:38][OH:39])[N:5]([C:7]2=[N:11][C:10](=[O:12])[C:9](=[CH:13][c:14]3[cH:15][c:16]4[cH:17][n:18][n:19]([CH2:23][c:24]5[c:25]([C:34]([F:35])([F:36])[F:37])[cH:26][c:27]([C:30]([F:31])([F:32])[F:33])[cH:28][cH:29]5)[c:20]4[cH:21][cH:22]3)[S:8]2)[CH2:6]1>>[NH:1]([CH:2]1[CH2:3][CH:4]([CH2:38][OH:39])[N:5]([C:7]2=[N:11][C:10](=[O:12])[C:9](=[CH:13][c:14]3[cH:15][c:16]4[cH:17][n:18][n:19]([CH2:23][c:24]5[c:25]([C:34]([F:35])([F:36])[F:37])[cH:26][c:27]([C:30]([F:31])([F:32])[F:33])[cH:28][cH:29]5)[c:20]4[cH:21][cH:22]3)[S:8]2)[CH2:6]1)[C:43]([CH:40]1[CH2:41][CH2:42]1)=[O:44]. Reactants: NC=1C=2N(C=CC1)C(=C(N2)C)C (8-amino-2,3-dimethylimidazo[1,2-a]pyridine), C([O-])([O-])=O.[Na+].[Na+] (sodium carbonate), [I-].[Na+] (sodium iodide), CC1=C(CCl)C(=CC=C1)C (2,6-dimethylbenzylchloride). The solvent is CC(=O)C (acetone). Reaction conditions: time 8 hour. The product is CC=1N=C2N(C=CC=C2NCC2=C(C=CC=C2C)C)C1C (2,3-dimethyl-8-(2,6-dimethylbenzylamino)imidazo[1,2-a]pyridine). Isolated yield 57.7%. RXN SMILES: [NH2:1][C:2]1[C:3]2[N:4]([C:8]([CH3:12])=[C:9]([CH3:11])[N:10]=2)[CH:5]=[CH:6][CH:7]=1.C(=O)([O-])[O-].[Na+].[Na+].[I-].[Na+].[CH3:21][C:22]1[CH:29]=[CH:28][CH:27]=[C:26]([CH3:30])[C:23]=1[CH2:24]Cl>CC(C)=O>[CH3:11][C:9]1[N:10]=[C:3]2[C:2]([NH:1][CH2:24][C:23]3[C:26]([CH3:30])=[CH:27][CH:28]=[CH:29][C:22]=3[CH3:21])=[CH:7][CH:6]=[CH:5][N:4]2[C:8]=1[CH3:12] |f:1.2.3,4.5|. Reported procedure: A mixture of 8-amino-2,3-dimethylimidazo[1,2-a]pyridine (0.7 g, 4.34 mmol), sodium carbonate (2.0 g), sodium iodide (0.3 g), 2,6-dimethylbenzylchloride (0.671 g, 4.34 mmol) and acetone (30 ml) was stirred overnight. The reaction mixture was filtered and the solvent was removed in vacuo. The residue was dissolved in methylene chloride and washed with aqueous NaHCO3. The organic layer was separated and the solvent was evaporated. The crude product was purified by flash chromatography eluting with ... Starting materials: [BH3-]C#N, C=O, Cc1n[nH]c2ccc(-c3nncc(N4CCNC(Cc5ccccc5)C4)n3)cc12. Product: Cc1n[nH]c2ccc(-c3nncc(N4CCN(C)C(Cc5ccccc5)C4)n3)cc12. RXN SMILES: [C:32]([BH3-:33])#[N:34].[CH2:30]=[O:31].[CH3:1][c:2]1[n:3][nH:4][c:5]2[cH:6][cH:7][c:8](-[c:11]3[n:12][n:13][cH:14][c:15]([N:17]4[CH2:18][CH:19]([CH2:23][c:24]5[cH:25][cH:26][cH:27][cH:28][cH:29]5)[NH:20][CH2:21][CH2:22]4)[n:16]3)[cH:9][c:10]12>>[CH3:1][c:2]1[n:3][nH:4][c:5]2[cH:6][cH:7][c:8](-[c:11]3[n:12][n:13][cH:14][c:15]([N:17]4[CH2:18][CH:19]([CH2:23][c:24]5[cH:25][cH:26][cH:27][cH:28][cH:29]5)[N:20]([CH3:32])[CH2:21][CH2:22]4)[n:16]3)[cH:9][c:10]12. Starting materials: OCCCN (3-hydroxy-propylamine), C(#N)C1=CNC2=CC=C(C=C12)CCNC(C1=CC=C(C=C1)C1=NC(=NC=C1)Cl)=O (N-[2-(3-Cyano-1H-indol-5-yl)-ethyl]-4-[2-chloro-pyrimidin-4-yl]-benzamide). The product is C(#N)C1=CNC2=CC=C(C=C12)CCNC(C1=CC=C(C=C1)C1=NC(=NC=C1)NCCCO)=O (N-[2-(3-cyano-1H-indol-5-y)-ethyl]-4-[2-(3-hydroxy-propylamino)-pyrimidin-4-yl]-benzamide). As a reaction SMILES: [OH:1][CH2:2][CH2:3][CH2:4][NH2:5].[C:6]([C:8]1[C:16]2[C:11](=[CH:12][CH:13]=[C:14]([CH2:17][CH2:18][NH:19][C:20](=[O:34])[C:21]3[CH:26]=[CH:25][C:24]([C:27]4[CH:32]=[CH:31][N:30]=[C:29](Cl)[N:28]=4)=[CH:23][CH:22]=3)[CH:15]=2)[NH:10][CH:9]=1)#[N:7]>>[C:6]([C:8]1[C:16]2[C:11](=[CH:12][CH:13]=[C:14]([CH2:17][CH2:18][NH:19][C:20](=[O:34])[C:21]3[CH:26]=[CH:25][C:24]([C:27]4[CH:32]=[CH:31][N:30]=[C:29]([NH:5][CH2:4][CH2:3][CH2:2][OH:1])[N:28]=4)=[CH:23][CH:22]=3)[CH:15]=2)[NH:10][CH:9]=1)#[N:7]. Procedure: Using 3-hydroxy-propylamine and N-[2-(3-Cyano-1H-indol-5-yl)-ethyl]-4-[2-chloro-pyrimidin-4-yl]-benzamide (reference example 1az) as substrates. 1H NMR (DMSO) δ 1.73 (t, 2H, J=7 Hz); 2.98 (t, 2H, J=7 Hz); 3.40 (m, 2H); 4.48 (bs, 1H); 7.20 (m, 3H); 7.48 (m, 2H); 7.92 (d, 2H, J=8 Hz); 8.18 (m, 3H); 8.37 (bd, 1H, J=5 Hz); 8.68 (bt, 1H); 12.12 (bs, 1H). MS (ion spray) m/z 441 (M+H)+. Reactants: C1(=CC=CC=C1)P(C1=CC=CC=C1)(C1=CC=CC=C1)=CC(=O)OC (Methyl (triphenylphosphoranylidene)acetate), CC1=NC=CC(=C1C=O)C1=CC=CC=C1 (2-methyl-4-phenyl-3-pyridinecarboxaldehyde). Solvent: C(Cl)Cl (methylene chloride). Reaction conditions: time 18 hour. Yields the product COC(\C=C\C=1C(=NC=CC1C1=CC=CC=C1)C)=O ((E)-methyl-3-(2-methyl-4-phenyl-3-pyridinyl)-2-propenoate). Isolated yield 92.1%. Reaction SMILES: C1(P(=[CH:20][C:21]([O:23][CH3:24])=[O:22])(C2C=CC=CC=2)C2C=CC=CC=2)C=CC=CC=1.[CH3:25][C:26]1[C:31]([CH:32]=O)=[C:30]([C:34]2[CH:39]=[CH:38][CH:37]=[CH:36][CH:35]=2)[CH:29]=[CH:28][N:27]=1>C(Cl)Cl>[CH3:24][O:23][C:21](=[O:22])/[CH:20]=[CH:32]/[C:31]1[C:26]([CH3:25])=[N:27][CH:28]=[CH:29][C:30]=1[C:34]1[CH:39]=[CH:38][CH:37]=[CH:36][CH:35]=1. Procedure: Methyl (triphenylphosphoranylidene)acetate (30 g) was added to a stirred mixture of 16.0 g (0.081 mol) of 2-methyl-4-phenyl-3-pyridinecarboxaldehyde in 300 ml of methylene chloride. The resulting mixture was stirred at room temperature for 18 hours, after which the mixture was filtered through silica gel and the filtrate concentrated under vacuum. The residue was chromatographed on a silica gel column, eluting with ethyl acetate to yield 18.9 g of (E)-methyl-3-(2-methyl-4-phenyl-3-pyridinyl)-2-p... Starting materials: CC(Nc1ncc2c(n1)N(C1CCCC1)CC(C)(C)C(=O)N2C)c1ccc(Br)cc1, CC(C)(C)P(c1ccccc1-c1ccccc1)C(C)(C)C, CN1CCNCC1, COCCOC, [K+], [K+], [K+], O=P([O-])([O-])[O-]. The product is CC(Nc1ncc2c(n1)N(C1CCCC1)CC(C)(C)C(=O)N2C)c1ccc(N2CCN(C)CC2)cc1. RXN SMILES: [Br:1][c:2]1[cH:3][cH:4][c:5]([CH:8]([CH3:9])[NH:10][c:11]2[n:12][cH:13][c:14]3[c:15]([n:30]2)[N:16]([CH:25]2[CH2:26][CH2:27][CH2:28][CH2:29]2)[CH2:17][C:18]([CH3:23])([CH3:24])[C:19](=[O:22])[N:20]3[CH3:21])[cH:6][cH:7]1.[C:38]([P:39]([C:40]([CH3:41])([CH3:42])[CH3:43])[c:44]1[cH:45][cH:46][cH:47][cH:48][c:49]1-[c:50]1[cH:51][cH:52][cH:53][cH:54][cH:55]1)([CH3:56])([CH3:57])[CH3:58].[CH3:31][N:32]1[CH2:33][CH2:34][NH:35][CH2:36][CH2:37]1.[CH3:67][O:68][CH2:69][CH2:70][O:71][CH3:72].[K+:64].[K+:65].[K+:66].[P:59]([O-:60])([O-:61])([O-:62])=[O:63]>>[c:2]1([N:35]2[CH2:34][CH2:33][N:32]([CH3:31])[CH2:37][CH2:36]2)[cH:3][cH:4][c:5]([CH:8]([CH3:9])[NH:10][c:11]2[n:12][cH:13][c:14]3[c:15]([n:30]2)[N:16]([CH:25]2[CH2:26][CH2:27][CH2:28][CH2:29]2)[CH2:17][C:18]([CH3:23])([CH3:24])[C:19](=[O:22])[N:20]3[CH3:21])[cH:6][cH:7]1. The reactants are CS(C)=O, O=C1C(N2CCC(c3cc(Cl)cc(Cl)c3)C2)CCN1c1ccc(S(=O)(=O)Cl)cc1, Nc1nccs1, c1ccncc1. Product: O=C1C(N2CCC(c3cc(Cl)cc(Cl)c3)C2)CCN1c1ccc(S(=O)(=O)Nc2nccs2)cc1. RXN SMILES: [CH3:42][S:43]([CH3:44])=[O:45].[Cl:7][c:8]1[cH:9][c:10]([CH:15]2[CH2:16][N:17]([CH:20]3[C:21](=[O:35])[N:22]([c:25]4[cH:26][cH:27][c:28]([S:31](=[O:32])(=[O:33])[Cl:34])[cH:29][cH:30]4)[CH2:23][CH2:24]3)[CH2:18][CH2:19]2)[cH:11][c:12]([Cl:14])[cH:13]1.[NH2:1][c:2]1[s:3][cH:4][cH:5][n:6]1.[cH:36]1[cH:37][cH:38][n:39][cH:40][cH:41]1>>[NH:1]([c:2]1[s:3][cH:4][cH:5][n:6]1)[S:31]([c:28]1[cH:27][cH:26][c:25]([N:22]2[C:21](=[O:35])[CH:20]([N:17]3[CH2:16][CH:15]([c:10]4[cH:9][c:8]([Cl:7])[cH:13][c:12]([Cl:14])[cH:11]4)[CH2:19][CH2:18]3)[CH2:24][CH2:23]2)[cH:30][cH:29]1)(=[O:32])=[O:33]. Reaction conditions: temperature 23 celsius, time 8 hour. RXN SMILES: [C:1]([NH:18][CH2:19][CH2:20][CH2:21][CH2:22][CH2:23][C:24]([OH:26])=O)([O:3][CH2:4][CH:5]1[C:17]2[C:12](=[CH:13][CH:14]=[CH:15][CH:16]=2)[C:11]2[C:6]1=[CH:7][CH:8]=[CH:9][CH:10]=2)=[O:2].ON1C(=O)CCC1=O.C1(N=C=NC2CCCCC2)CCCCC1.[NH2:50][C@@H:51]([CH2:55][OH:56])[C@H:52]([CH3:54])[OH:53]>CN(C=O)C.C(OCC)(=O)C>[C:1]([NH:18][CH2:19][CH2:20][CH2:21][CH2:22][CH2:23][C:24]([NH:50][C@@H:51]([CH2:55][OH:56])[C@H:52]([CH3:54])[OH:53])=[O:26])([O:3][CH2:4][CH:5]1[C:17]2[C:12](=[CH:13][CH:14]=[CH:15][CH:16]=2)[C:11]2[C:6]1=[CH:7][CH:8]=[CH:9][CH:10]=2)=[O:2]. Reported procedure: N-Fmoc-6-aminocaproic acid (10 g, 28.30 mmol) was dissolved in DMF (50 ml) and N-hydroxysuccinimide (3.26 g, 28.30 mmol) and 1,3-dicyclohexylcarbodiimide (5.84 g, 28.3 mmol) were added to the solution. The reaction mixture was stirred at RT (about 23° C.) overnight and the precipitated 1,3-dicyclohexylurea filtered off. To the filtrate D-threoninol (2.98 g, 28.30 mmol) was added and the reaction mixture stirred at RT overnight. The solution was reduced to ca half the volume in vacuo, the residue... The reactants are N[C@H]([C@@H](O)C)CO (D-threoninol), ON1C(CCC1=O)=O (N-hydroxysuccinimide), C1(CCCCC1)N=C=NC1CCCCC1 (1,3-dicyclohexylcarbodiimide), C(=O)(OCC1C2=CC=CC=C2C2=CC=CC=C12)NCCCCCC(=O)O (N-Fmoc-6-aminocaproic acid). The product is C(=O)(OCC1C2=CC=CC=C2C2=CC=CC=C12)NCCCCCC(=O)N[C@H]([C@@H](O)C)CO (N—(N-Fmoc-6-aminocaproyl)-D-threoninol). Run in CN(C)C=O (DMF), C(C)(=O)OCC (ethyl acetate). RXN SMILES: [C:25]([CH3:26])([CH3:27])([CH3:28])[O:29][C:30](=[O:31])[NH:32][CH:33]([C:34](=[O:35])[OH:36])[CH2:37][c:38]1[cH:39][n:40]([CH3:47])[c:41]2[cH:42][cH:43][cH:44][cH:45][c:46]12.[NH2:1][CH:2]1[C:3](=[O:24])[N:4]([CH2:18][c:19]2[cH:20][s:21][cH:22][cH:23]2)[c:5]2[c:6]([N:12]3[C:13](=[O:17])[CH2:14][CH2:15][CH2:16]3)[cH:7][cH:8][cH:9][c:10]2[CH2:11]1>>[NH:1]([CH:2]1[C:3](=[O:24])[N:4]([CH2:18][c:19]2[cH:20][s:21][cH:22][cH:23]2)[c:5]2[c:6]([N:12]3[C:13](=[O:17])[CH2:14][CH2:15][CH2:16]3)[cH:7][cH:8][cH:9][c:10]2[CH2:11]1)[C:34]([CH:33]([NH:32][C:30]([O:29][C:25]([CH3:26])([CH3:27])[CH3:28])=[O:31])[CH2:37][c:38]1[cH:39][n:40]([CH3:47])[c:41]2[cH:42][cH:43][cH:44][cH:45][c:46]12)=[O:35]. Reactants: Cn1cc(CC(NC(=O)OC(C)(C)C)C(=O)O)c2ccccc21, NC1Cc2cccc(N3CCCC3=O)c2N(Cc2ccsc2)C1=O. Product: Cn1cc(CC(NC(=O)OC(C)(C)C)C(=O)NC2Cc3cccc(N4CCCC4=O)c3N(Cc3ccsc3)C2=O)c2ccccc21.